describe an organic reaction: reactants, conditions, products, and yield From a dataset of the Open Reaction Database (ORD), a public repository of structured organic reaction records. Starting materials: F[B-](F)(F)F, CCN(C(C)C)C(C)C, COc1ccc(-c2nocc2C(=O)O)cc1, Cl, CC(C)(O)C1CCCNC1, CN(C)C=O, CN(C)C(On1nnc2ccccc21)=[N+](C)C. Product: COc1ccc(-c2nocc2C(=O)N2CCCC(C(C)(C)O)C2)cc1. Reaction SMILES: [B-:26]([F:27])([F:28])([F:29])[F:30].[CH2:17]([N:18]([CH:19]([CH3:20])[CH3:21])[CH:22]([CH3:23])[CH3:24])[CH3:25].[CH3:1][O:2][c:3]1[cH:4][cH:5][c:6](-[c:9]2[n:10][o:11][cH:12][c:13]2[C:14](=[O:15])[OH:16])[cH:7][cH:8]1.[ClH:48].[NH:49]1[CH2:50][CH:51]([C:55]([CH3:56])([CH3:57])[OH:58])[CH2:52][CH2:53][CH2:54]1.[O:59]=[CH:60][N:61]([CH3:62])[CH3:63].[n:31]1([O:32][C:33]([N:34]([CH3:35])[CH3:36])=[N+:37]([CH3:38])[CH3:39])[c:40]2[cH:41][cH:42][cH:43][cH:44][c:45]2[n:46][n:47]1>>[CH3:1][O:2][c:3]1[cH:4][cH:5][c:6](-[c:9]2[n:10][o:11][cH:12][c:13]2[C:14](=[O:16])[N:49]2[CH2:50][CH:51]([C:55]([CH3:56])([CH3:57])[OH:58])[CH2:52][CH2:53][CH2:54]2)[cH:7][cH:8]1. Reactants: CCOC(=O)C1CCC(NC(=O)C2(CC(C(=O)OC(C)(C)C)C(N)C(=O)C(CCCCNC(=O)OCc3ccccc3)NC(C)=O)CCCC2)CC1, ClCCl, O=C(O)C(F)(F)F. Yields the product CCOC(=O)C1CCC(NC(=O)C2(CC(C(=O)O)C(N)C(=O)C(CCCCNC(=O)OCc3ccccc3)NC(C)=O)CCCC2)CC1. As a reaction SMILES: [C:1]([CH3:2])([CH3:3])([CH3:4])[O:5][C:6]([CH:7]([CH2:8][C:9]1([C:14]([NH:15][CH:16]2[CH2:17][CH2:18][CH:19]([C:22](=[O:23])[O:24][CH2:25][CH3:26])[CH2:20][CH2:21]2)=[O:27])[CH2:10][CH2:11][CH2:12][CH2:13]1)[CH:28]([NH2:29])[C:30]([CH:31]([NH:32][C:33]([CH3:34])=[O:35])[CH2:36][CH2:37][CH2:38][CH2:39][NH:40][C:41](=[O:42])[O:43][CH2:44][c:45]1[cH:46][cH:47][cH:48][cH:49][cH:50]1)=[O:51])=[O:52].[Cl:60][CH2:61][Cl:62].[OH:53][C:54]([C:55]([F:56])([F:57])[F:58])=[O:59]>>[O:5]=[C:6]([CH:7]([CH2:8][C:9]1([C:14]([NH:15][CH:16]2[CH2:17][CH2:18][CH:19]([C:22](=[O:23])[O:24][CH2:25][CH3:26])[CH2:20][CH2:21]2)=[O:27])[CH2:10][CH2:11][CH2:12][CH2:13]1)[CH:28]([NH2:29])[C:30]([CH:31]([NH:32][C:33]([CH3:34])=[O:35])[CH2:36][CH2:37][CH2:38][CH2:39][NH:40][C:41](=[O:42])[O:43][CH2:44][c:45]1[cH:46][cH:47][cH:48][cH:49][cH:50]1)=[O:51])[OH:52]. The reactants are NC1=C2N=CN(C2=NC(=N1)C#CCCO)C (4-(6-amino-9-methyl-9H-purin-2-yl)-but-3-yn-1-ol), [H][H] (hydrogen). The reagents and catalysts are [Pd] (palladium). Run in C(C)O (ethanol). Product: NC1=C2N=CN(C2=NC(=N1)CCCCO)C (4-(6-Amino-9-methyl-9H-purin-2-yl)butan-1-ol). As a reaction SMILES: [NH2:1][C:2]1[N:10]=[C:9]([C:11]#[C:12][CH2:13][CH2:14][OH:15])[N:8]=[C:7]2[C:3]=1[N:4]=[CH:5][N:6]2[CH3:16].[H][H]>C(O)C.[Pd]>[NH2:1][C:2]1[N:10]=[C:9]([CH2:11][CH2:12][CH2:13][CH2:14][OH:15])[N:8]=[C:7]2[C:3]=1[N:4]=[CH:5][N:6]2[CH3:16]. Reported procedure: To a solution of 4-(6-amino-9-methyl-9H-purin-2-yl)-but-3-yn-1-ol (1.5 g, 6.88 mmol) in ethanol (30 ml) was added palladium 10% on graphite (1.35 g, 20% in weight). The mixture was stirred for 16 h in autoclave at 50° C. under 4 atm of hydrogen. The catalyst was filtered through a small pad of Celite and the solution obtained was evaporated under reduced pressure, to give a residue that was used for the following reaction without further purification.